Task: describe an organic reaction: reactants, conditions, products, and yield. Dataset: the Open Reaction Database (ORD), a public repository of structured organic reaction records Starting materials: CCO, Cl, [Na+], [OH-], O, COC(=O)c1ccc2c(c1)nc(-c1ccccc1)c1ccncc12. Product: O=C(O)c1ccc2c(c1)nc(-c1ccccc1)c1ccncc12. As a reaction SMILES: [CH3:25][CH2:26][OH:27].[ClH:30].[Na+:29].[OH-:28].[OH2:31].[c:1]1(-[c:7]2[n:8][c:9]3[c:10]([c:11]4[cH:12][n:13][cH:14][cH:15][c:16]24)[cH:17][cH:18][c:19]([C:21](=[O:22])[O:23][CH3:24])[cH:20]3)[cH:2][cH:3][cH:4][cH:5][cH:6]1>>[c:1]1(-[c:7]2[n:8][c:9]3[c:10]([c:11]4[cH:12][n:13][cH:14][cH:15][c:16]24)[cH:17][cH:18][c:19]([C:21](=[O:22])[OH:23])[cH:20]3)[cH:2][cH:3][cH:4][cH:5][cH:6]1. The reactants are [BH4-], CCO, [Na+], CC(=O)COc1ccccc1, O. The product is CC(O)COc1ccccc1. RXN SMILES: [BH4-:12].[CH3:15][CH2:16][OH:17].[Na+:13].[O:1]([c:2]1[cH:3][cH:4][cH:5][cH:6][cH:7]1)[CH2:8][C:9]([CH3:10])=[O:11].[OH2:14]>>[O:1]([c:2]1[cH:3][cH:4][cH:5][cH:6][cH:7]1)[CH2:8][CH:9]([CH3:10])[OH:11]. Yields the product COC1CCN(Cc2ccc(COc3cccc4c3CN(C3CCC(=O)NC3=O)C4=O)cc2)CC1. Reactants: C1CCOC1, CC(C)(C)[O-], [K+], COC(=O)CCC(C(N)=O)N1Cc2c(OCc3ccc(CN4CCC(OC)CC4)cc3)cccc2C1=O. As a reaction SMILES: [CH2:44]1[O:45][CH2:46][CH2:47][CH2:48]1.[CH3:38][C:39]([O-:40])([CH3:41])[CH3:42].[K+:43].[NH2:1][C:2]([CH:3]([CH2:4][CH2:5][C:6](=[O:7])[O:8][CH3:9])[N:10]1[C:11](=[O:36])[c:12]2[cH:13][cH:14][cH:15][c:16]([O:19][CH2:20][c:21]3[cH:22][cH:23][c:24]([CH2:27][N:28]4[CH2:29][CH2:30][CH:31]([O:34][CH3:35])[CH2:32][CH2:33]4)[cH:25][cH:26]3)[c:17]2[CH2:18]1)=[O:37]>>[NH:1]1[C:2](=[O:37])[CH:3]([N:10]2[C:11](=[O:36])[c:12]3[cH:13][cH:14][cH:15][c:16]([O:19][CH2:20][c:21]4[cH:22][cH:23][c:24]([CH2:27][N:28]5[CH2:29][CH2:30][CH:31]([O:34][CH3:35])[CH2:32][CH2:33]5)[cH:25][cH:26]4)[c:17]3[CH2:18]2)[CH2:4][CH2:5][C:6]1=[O:7]. Reactants: C(C1=CC=CC=C1)(=O)NC=1SCC2C(N1)(CN(C2)C(=O)OCC2=CC=CC=C2)C2=CN=C(S2)[Si](C)(C)C (racemic benzyl 2-benzamido-7a-(2-trimethylsilylthiazol-5-yl)-4,4a,5,7-tetrahydropyrrolo[3,4-d][1,3]thiazine-6-carboxylate), [F-].C(CCC)[N+](CCCC)(CCCC)CCCC (tetrabutylammonium fluoride). Run in O (water), O1CCCC1 (tetrahydrofuran). Reaction conditions: time 1 hour. Yields the product C(C1=CC=CC=C1)(=O)NC=1SCC2C(N1)(CN(C2)C(=O)OCC2=CC=CC=C2)C2=CN=CS2 (Racemic Benzyl 2-benzamido-7a-thiazol-5-yl-4,4a,5,7-tetrahydropyrrolo[3,4-d][1,3]thiazine-6-carboxylate). Isolated yield 87.7%. As a reaction SMILES: [C:1]([NH:9][C:10]1[S:11][CH2:12][CH:13]2[CH2:18][N:17]([C:19]([O:21][CH2:22][C:23]3[CH:28]=[CH:27][CH:26]=[CH:25][CH:24]=3)=[O:20])[CH2:16][C:14]2([C:29]2[S:33][C:32]([Si](C)(C)C)=[N:31][CH:30]=2)[N:15]=1)(=[O:8])[C:2]1[CH:7]=[CH:6][CH:5]=[CH:4][CH:3]=1.[F-].C([N+](CCCC)(CCCC)CCCC)CCC>O1CCCC1.O>[C:1]([NH:9][C:10]1[S:11][CH2:12][CH:13]2[CH2:18][N:17]([C:19]([O:21][CH2:22][C:23]3[CH:24]=[CH:25][CH:26]=[CH:27][CH:28]=3)=[O:20])[CH2:16][C:14]2([C:29]2[S:33][CH:32]=[N:31][CH:30]=2)[N:15]=1)(=[O:8])[C:2]1[CH:7]=[CH:6][CH:5]=[CH:4][CH:3]=1 |f:1.2|. Procedure details: To a solution of racemic benzyl 2-benzamido-7a-(2-trimethylsilylthiazol-5-yl)-4,4a,5,7-tetrahydropyrrolo[3,4-d][1,3]thiazine-6-carboxylate (117 mg, 212 μmoles) in tetrahydrofuran (4 mL) is added 1 N tetrabutylammonium fluoride (1 N in tetrahydrofuran) (425 μL, 425 μmoles) and the mixture is stirred under nitrogen for one hour. The solution is diluted with water, extracted with ethyl acetate (3×), dried over sodium sulfate and concentrated. The crude product is purified over silica gel eluting wi... The reactants are ClC1=CC=C(C=C1)C(C=C)(O)C=1C=NC=CC1 (1-(4-chlorophenyl)-1-(3-pyridyl)-2-propen-1-ol), P(Cl)(Cl)(Cl)(Cl)Cl (phosphorus pentachloride). Solvent: C(Cl)Cl (methylene chloride). Reaction conditions: time 1 hour. Product: ClCC=C(C=1C=NC=CC1)C1=CC=C(C=C1)Cl (3-Chloro-1-(4-chlorophenyl)-1-(3-pyridyl)-1-propene). RXN SMILES: [Cl:1][C:2]1[CH:7]=[CH:6][C:5]([C:8]([C:12]2[CH:13]=[N:14][CH:15]=[CH:16][CH:17]=2)(O)[CH:9]=[CH2:10])=[CH:4][CH:3]=1.P(Cl)(Cl)(Cl)(Cl)[Cl:19]>C(Cl)Cl>[Cl:19][CH2:10][CH:9]=[C:8]([C:5]1[CH:6]=[CH:7][C:2]([Cl:1])=[CH:3][CH:4]=1)[C:12]1[CH:13]=[N:14][CH:15]=[CH:16][CH:17]=1. Procedure details: A solution of crude 1-(4-chlorophenyl)-1-(3-pyridyl)-2-propen-1-ol (40 mmol) in 100 ml methylene chloride was added dropwise to a suspension of phosphorus pentachloride (12.4 g, 60 mmol) at 10° C. After stirring for 1 h at room temperature the solution was washed with 50 ml water at 0° to 10° C. The solution of the crude title compound was used in the following aminations, i.e. Example 2 and 3. Reactants: C1COCCO1, COC(=O)c1sc2ncnc(Cl)c2c1C, CCOc1cc(C(N)=O)ccc1N, [NH4+], [OH-], O, Cc1ccc(S(=O)(=O)O)cc1. Product: CCOc1cc(C(N)=O)ccc1Nc1ncnc2sc(C(=O)OC)c(C)c12. RXN SMILES: [CH2:43]1[O:44][CH2:45][CH2:46][O:47][CH2:48]1.[Cl:14][c:15]1[c:16]2[c:17]([n:18][cH:19][n:20]1)[s:21][c:22]([C:25](=[O:26])[O:27][CH3:28])[c:23]2[CH3:24].[NH2:1][c:2]1[c:3]([O:11][CH2:12][CH3:13])[cH:4][c:5]([C:6](=[O:7])[NH2:8])[cH:9][cH:10]1.[NH4+:42].[OH-:41].[OH2:40].[c:29]1([CH3:30])[cH:31][cH:32][c:33]([S:34]([OH:35])(=[O:36])=[O:37])[cH:38][cH:39]1>>[NH:1]([c:2]1[c:3]([O:11][CH2:12][CH3:13])[cH:4][c:5]([C:6](=[O:7])[NH2:8])[cH:9][cH:10]1)[c:15]1[c:16]2[c:17]([n:18][cH:19][n:20]1)[s:21][c:22]([C:25](=[O:26])[O:27][CH3:28])[c:23]2[CH3:24].